describe an organic reaction: reactants, conditions, products, and yield From a dataset of the Open Reaction Database (ORD), a public repository of structured organic reaction records. Starting materials: FC=1C=C(C(=O)N2CC(C=3NC=4C=CC=CC4C3C(C2)(C)C)C(=O)OCC)C=CC1F (Ethyl 3-(3,4-difluorobenzoyl)-1,1-dimethyl-1,2,3,4,5,6-hexahydro-azepino[4,5-b]indole-5-carboxylate), isopropyl ester, C1=CN(C=N1)C(=O)N2C=CN=C2 (CDI). The solvent is C(C)(C)O (isopropanol). Yields the product FC=1C=C(C(=O)N2C=C(C=3NC=4C=CC=CC4C3C(C2)(C)C)C(=O)OC(C)C)C=CC1F (isopropyl 3-(3,4-difluorobenzoyl)-1,1-dimethyl-1,2,3,6-tetrahydroazepino[4,5-b]indole-5-carboxylate). As a reaction SMILES: [F:1][C:2]1[CH:3]=[C:4]([CH:28]=[CH:29][C:30]=1[F:31])[C:5]([N:7]1[CH2:20][C:19]([CH3:22])([CH3:21])[C:18]2[C:17]3[CH:16]=[CH:15][CH:14]=[CH:13][C:12]=3[NH:11][C:10]=2[CH:9]([C:23]([O:25][CH2:26][CH3:27])=[O:24])[CH2:8]1)=[O:6].[CH:32]1N=CN(C(N2C=NC=C2)=O)C=1>C(O)(C)C>[F:1][C:2]1[CH:3]=[C:4]([CH:28]=[CH:29][C:30]=1[F:31])[C:5]([N:7]1[CH2:20][C:19]([CH3:22])([CH3:21])[C:18]2[C:17]3[CH:16]=[CH:15][CH:14]=[CH:13][C:12]=3[NH:11][C:10]=2[C:9]([C:23]([O:25][CH:26]([CH3:32])[CH3:27])=[O:24])=[CH:8]1)=[O:6]. Procedure: Ethyl 3-(3,4-difluorobenzoyl)-1,1-dimethyl-1,2,3,4,5,6-hexahydro-azepino[4,5-b]indole-5-carboxylate was saponified, converted to the corresponding isopropyl ester using CDI and isopropanol, and then oxidized as described previously in Step D of Example 63 to give the title compound; 1H-NMR (DMSO-d6): δ 10.83 (1H, s), 7.76 (1H, d), 7.71 (1H, app t), 7.64 (1H, s), 7.52-7.61 (2H, m), 7.40 (1H, m), 7.08 (1H, app t), 6.98 (1H, app t), 5.05 (1H, sept), 1.52 (6H, s), 1.18 (6H, d); MS (ESI): 439 (MH+). Reactants: BrC=1C(=CSC1)N1C2=C(C=3C=C(C=CC13)Cl)CN(CC2)C (5-(4-bromo-thiophen-3-yl)-8-chloro-2-methyl-2,3,4,5-tetrahydro-1H-pyrido[4,3-b]indole), N1=CC=C(C=C1)B(O)O (4-pyridinylboronic acid), [O-]P(=O)([O-])[O-].[K+].[K+].[K+] (K3PO4), dichlorobis(triphenylphosphine) palladium (II). Run in CN(C)C=O.O (DMF water), O (water). Run at temperature 95 celsius. The product is ClC1=CC=2C3=C(N(C2C=C1)C1=CSC=C1)CCN(C3)C (8-chloro-2-methyl-5-thiophen-3-yl-2,3,4,5-tetrahydro-1H-pyrido[4,3-b]indole). The yield is 43.9%. As a reaction SMILES: Br[C:2]1[C:3]([N:7]2[C:15]3[CH:14]=[CH:13][C:12]([Cl:16])=[CH:11][C:10]=3[C:9]3[CH2:17][N:18]([CH3:21])[CH2:19][CH2:20][C:8]2=3)=[CH:4][S:5][CH:6]=1.N1C=CC(B(O)O)=CC=1.[O-]P([O-])([O-])=O.[K+].[K+].[K+]>CN(C=O)C.O.O>[Cl:16][C:12]1[CH:13]=[CH:14][C:15]2[N:7]([C:3]3[CH:2]=[CH:6][S:5][CH:4]=3)[C:8]3[CH2:20][CH2:19][N:18]([CH3:21])[CH2:17][C:9]=3[C:10]=2[CH:11]=1 |f:2.3.4.5,6.7|. Procedure details: To a de-aerated solution of 5-(4-bromo-thiophen-3-yl)-8-chloro-2-methyl-2,3,4,5-tetrahydro-1H-pyrido[4,3-b]indole (100 mg, 0.263 mmol), 4-pyridinylboronic acid (48.5 mg, 0.394 mmol) and K3PO4 (139.39 mg, 0.657 mmol) in DMF-water (2:0.2 mL) was added dichlorobis(triphenylphosphine) palladium (II) (9.23 mg, 5 mol %). The reaction mixture was heated at 95° C. for 30 min under nitrogen atmosphere. The reaction mixture was diluted with water and extracted with EtOAc. The organic layer was dried over ...